From a dataset of the Open Reaction Database (ORD), a public repository of structured organic reaction records. describe an organic reaction: reactants, conditions, products, and yield Reactants: CN(C)CC#Cc1ccc2c(c1)CN(Cc1ccc(Oc3ccccc3)cc1)C2=O, CCO, [H][H]. Product: CN(C)CCCc1ccc2c(c1)CN(Cc1ccc(Oc3ccccc3)cc1)C2=O. As a reaction SMILES: [CH3:1][N:2]([CH2:3][C:4]#[C:5][c:6]1[cH:7][c:8]2[c:12]([cH:13][cH:14]1)[C:11](=[O:15])[N:10]([CH2:16][c:17]1[cH:18][cH:19][c:20]([O:23][c:24]3[cH:25][cH:26][cH:27][cH:28][cH:29]3)[cH:21][cH:22]1)[CH2:9]2)[CH3:30].[CH3:33][CH2:34][OH:35].[H:31][H:32]>>[CH3:1][N:2]([CH2:3][CH2:4][CH2:5][c:6]1[cH:7][c:8]2[c:12]([cH:13][cH:14]1)[C:11](=[O:15])[N:10]([CH2:16][c:17]1[cH:18][cH:19][c:20]([O:23][c:24]3[cH:25][cH:26][cH:27][cH:28][cH:29]3)[cH:21][cH:22]1)[CH2:9]2)[CH3:30]. Starting materials: O=C([O-])[O-], CCOC(=O)c1csc(Br)c1, COCCOC, CCOC(C)=O, [K+], [K+], O, OB(O)c1ccc(F)cc1. Product: CCOC(=O)c1csc(-c2ccc(F)cc2)c1. RXN SMILES: [C:22](=[O:23])([O-:24])[O-:25].[CH2:1]([CH3:2])[O:3][C:4](=[O:5])[c:6]1[cH:7][s:8][c:9]([Br:11])[cH:10]1.[CH3:28][O:29][CH2:30][CH2:31][O:32][CH3:33].[CH3:35][CH2:36][O:37][C:38](=[O:39])[CH3:40].[K+:26].[K+:27].[OH2:34].[OH:12][B:13]([OH:14])[c:15]1[cH:16][cH:17][c:18]([F:19])[cH:20][cH:21]1>>[CH2:1]([CH3:2])[O:3][C:4](=[O:5])[c:6]1[cH:7][s:8][c:9](-[c:15]2[cH:16][cH:17][c:18]([F:19])[cH:20][cH:21]2)[cH:10]1.